From a dataset of the Open Reaction Database (ORD), a public repository of structured organic reaction records. describe an organic reaction: reactants, conditions, products, and yield The reactants are [Na] (sodium), Cl.C(C1=CC=CC=C1)(=N)N (benzamidine hydrochloride), C(CC(=O)OCC)(=O)OCC (diethyl malonate). The solvent is C(C)O (ethanol). The product is C1(=CC=CC=C1)C1=NC(=CC(=N1)O)O (2-phenyl-4,6-dihydroxypyrimidine). The yield is 44836.7%. As a reaction SMILES: [Na].Cl.[C:3]([NH2:11])(=[NH:10])[C:4]1[CH:9]=[CH:8][CH:7]=[CH:6][CH:5]=1.[C:12](OCC)(=[O:19])[CH2:13][C:14](OCC)=[O:15]>C(O)C>[C:4]1([C:3]2[N:11]=[C:14]([OH:15])[CH:13]=[C:12]([OH:19])[N:10]=2)[CH:9]=[CH:8][CH:7]=[CH:6][CH:5]=1 |f:1.2,^1:0|. Procedure details: To ethanol (200 mL) was added sodium (7.9 g, 34 mmol). After dissolution, benzamidine hydrochloride (20.0 g, 0.128 mmol) and diethyl malonate (20 mL, 132 mmol) were added. The reaction was heated for 4 hours and the solvent was removed in vacuo. Hydrochloric acid was added and a precipitate formed. The solid was collected and dried in a vacuum oven to give 10.8 g (45%) of 2-phenyl-4,6-dihydroxypyrimidine. Reactants: CNCC(CCC(=O)OC(C)(C)C)CC1COC(C)(C)N1C(=O)OC(C)(C)C, C[O-], CO, [Na+]. As a reaction SMILES: [C:1]([CH3:3])([CH3:4])([O:5][C:6](=[O:2])[CH2:7][CH2:8][CH:9]([CH2:10][CH:11]1[N:12]([C:18](=[O:19])[O:20][C:21]([CH3:22])([CH3:23])[CH3:24])[C:13]([CH3:16])([CH3:17])[O:14][CH2:15]1)[CH2:25][NH:26][CH3:27])[CH3:28].[CH3:29][O-:30].[CH3:32][OH:33].[Na+:31]>>[O:5]=[C:6]1[CH2:7][CH2:8][CH:9]([CH2:10][CH:11]2[N:12]([C:18](=[O:19])[O:20][C:21]([CH3:22])([CH3:23])[CH3:24])[C:13]([CH3:16])([CH3:17])[O:14][CH2:15]2)[CH2:25][N:26]1[CH3:27]. Product: CN1CC(CC2COC(C)(C)N2C(=O)OC(C)(C)C)CCC1=O. Reactants: ON1N=NC2=C1C=CC=C2 (1-hydroxybenzotriazole), C(CCCC)OC1=CC=C(C=C1)C=1SC(=CN1)C1=CC=C(C(=O)O)C=C1 (4-[2-(4-pentyloxyphenyl)thiazol-5-yl]benzoic acid), Cl.C(C)N=C=NCCCN(C)C (1-ethyl-3-(3′-dimethylaminopropyl)carbodiimide hydrochloride). The solvent is ClCCl (dichloromethane), ClCCl (dichloromethane). Reaction conditions: time 2 hour. Yields the product N1(N=NC2=C1C=CC=C2)OC(C2=CC=C(C=C2)C2=CN=C(S2)C2=CC=C(C=C2)OCCCCC)=O (4-[2-(4-pentyloxyphenyl)-thiazol-5-yl]benzoic acid benzotriazol-1-yl ester). Yield: 58.7%. RXN SMILES: [OH:1][N:2]1[C:6]2[CH:7]=[CH:8][CH:9]=[CH:10][C:5]=2[N:4]=[N:3]1.[CH2:11]([O:16][C:17]1[CH:22]=[CH:21][C:20]([C:23]2[S:24][C:25]([C:28]3[CH:36]=[CH:35][C:31]([C:32](O)=[O:33])=[CH:30][CH:29]=3)=[CH:26][N:27]=2)=[CH:19][CH:18]=1)[CH2:12][CH2:13][CH2:14][CH3:15].Cl.C(N=C=NCCCN(C)C)C>ClCCl>[N:2]1([O:1][C:32](=[O:33])[C:31]2[CH:30]=[CH:29][C:28]([C:25]3[S:24][C:23]([C:20]4[CH:21]=[CH:22][C:17]([O:16][CH2:11][CH2:12][CH2:13][CH2:14][CH3:15])=[CH:18][CH:19]=4)=[N:27][CH:26]=3)=[CH:36][CH:35]=2)[C:6]2[CH:7]=[CH:8][CH:9]=[CH:10][C:5]=2[N:4]=[N:3]1 |f:2.3|. Reported procedure: To a solution of 1-hydroxybenzotriazole (722 mg) and 4-[2-(4-pentyloxyphenyl)thiazol-5-yl]benzoic acid (1.64 g) in dichloromethane (33 ml) was added 1-ethyl-3-(3′-dimethylaminopropyl)carbodiimide hydrochloride (WSC.HCl) (1.28 g), and stirred for 2 hours at ambient temperature. To the reaction mixture was added dichloromethane (500 ml) to be clear solution, then washed with water (200 ml×2) and brine, and dried over magnesium sulfate. Magnesium sulfate was filtered off, and the filtrate was evapo... The reactants are OC=1C=C(C=CC1)C1=NC2=CC=CC=C2C(N1)=O (2-(3-hydroxyphenyl)quinazolin-4(3H)-one), N1=CC=CC=C1 (pyridine), C(C)(=O)OC(C)=O (acetic anhydride). Reaction conditions: temperature 105 celsius, time 3.5 hour. The product is C(C)(=O)OC1=CC(=CC=C1)C1=NC2=CC=CC=C2C(N1)=O (3-(4-oxo-3,4-dihydroquinazolin-2-yl)phenyl acetate). As a reaction SMILES: [OH:1][C:2]1[CH:3]=[C:4]([C:8]2[NH:17][C:16](=[O:18])[C:15]3[C:10](=[CH:11][CH:12]=[CH:13][CH:14]=3)[N:9]=2)[CH:5]=[CH:6][CH:7]=1.N1C=CC=CC=1.[C:25](OC(=O)C)(=[O:27])[CH3:26]>>[C:25]([O:1][C:2]1[CH:7]=[CH:6][CH:5]=[C:4]([C:8]2[NH:17][C:16](=[O:18])[C:15]3[C:10](=[CH:11][CH:12]=[CH:13][CH:14]=3)[N:9]=2)[CH:3]=1)(=[O:27])[CH3:26]. Procedure: To 2-(3-hydroxyphenyl)quinazolin-4(3H)-one (11.0 g, 45.98 mmole) was added pyridine (16.06 mL, 15.71 g, 0.199 mmole) followed by addition of acetic anhydride (145 mL) and the reaction mixture was heated to 105° C. and stirred for 3.5 h. The reaction mixture was cooled to ambient temperature and then poured onto ice-water (800 mL) and stirred for 2 h. The solid was then filtered and washed with water, ethanol, ether and finally hexane and dried for several hours under high vacuum to give 3-(4-oxo...